This data is from the Open Reaction Database (ORD), a public repository of structured organic reaction records. The task is: describe an organic reaction: reactants, conditions, products, and yield Starting materials: N1N=CN=C1 (1,2,4-triazole), C(#N)C(CBr)(CC)C1=CC=C(C=C1)Br (2-cyano-2-(4-bromophenyl)butylbromide), O (water), [OH-].[Na+] (NaOH). Solvent: CS(=O)C (dimethylsulfoxide), CS(=O)C (dimethylsulfoxide). Run at time 90 minute. The product is C(#N)C(CN1N=CN=C1)(CC)C1=CC=C(C=C1)Br (2-Cyano-2-(4-bromophenyl)-1-(1H-1,2,4-triazol-1-yl)-butane). As a reaction SMILES: [NH:1]1[CH:5]=[N:4][CH:3]=[N:2]1.[OH-].[Na+].[C:8]([C:10]([C:15]1[CH:20]=[CH:19][C:18]([Br:21])=[CH:17][CH:16]=1)([CH2:13][CH3:14])[CH2:11]Br)#[N:9].O>CS(C)=O>[C:8]([C:10]([C:15]1[CH:16]=[CH:17][C:18]([Br:21])=[CH:19][CH:20]=1)([CH2:13][CH3:14])[CH2:11][N:1]1[CH:5]=[N:4][CH:3]=[N:2]1)#[N:9] |f:1.2|. Reported procedure: 2.2 g (0.032 Mol ) of 1,2,4-triazole and 1.3 g (0.032 mol) pulverised NaOH in 30 ml of dimethylsulfoxide are heated at 110°. To this mixture are added, within a few minutes, at 110° a solution of 2-cyano-2-(4-bromophenyl)butylbromide in 10 mol of dimethylsulfoxide. The reaction mixture is stirred at 110° for another 90 minutes, poured into 600 ml of water and extracted several times with diethylether. The united ether phases are washed with water and dried with magnesiumsulfate. Thereafter the e... The reactants are [Si](C)(C)(C(C)(C)C)O[C@@H](CN[C@@H](CC=1C=C2C=C(NC2=CC1)C(=O)NCC1=C(C=CC=C1)OC)C)C1=CC(=C(C=C1)O)CO (5-[(2R)-2-({(2R)-2-{[tert-butyl(dimethyl)silyl]oxy}-2-[4-hydroxy-3-(hydroxymethyl)phenyl]ethyl}amino)propyl]-N-(2-methoxybenzyl)-1H-indole-2-carboxamide), COC=1C=C(CCN)C=CC1 (3-methoxyphenethylamine). Product: [Si](C)(C)(C(C)(C)C)O[C@@H](CN[C@@H](CC=1C=C2C=C(NC2=CC1)C(=O)NCCC1=CC(=CC=C1)OC)C)C1=CC(=C(C=C1)O)CO (5-[(2R)-2-({(2R)-2{[tert-butyl(dimethyl)silyl]oxy}-2-[4-hydroxy-3-(hydroxymethyl)phenyl]ethyl}amino)propyl]-N-[2-(3-methoxyphenyl)ethyl]-1H-indole-2-carboxamide). As a reaction SMILES: [Si:1]([O:8][C@H:9]([C:36]1[CH:41]=[CH:40][C:39]([OH:42])=[C:38]([CH2:43][OH:44])[CH:37]=1)[CH2:10][NH:11][C@H:12]([CH3:35])[CH2:13][C:14]1[CH:15]=[C:16]2[C:20](=[CH:21][CH:22]=1)[NH:19][C:18]([C:23]([NH:25][CH2:26][C:27]1[CH:32]=[CH:31][CH:30]=[CH:29][C:28]=1[O:33][CH3:34])=[O:24])=[CH:17]2)([C:4]([CH3:7])([CH3:6])[CH3:5])([CH3:3])[CH3:2].[CH3:45]OC1C=C(C=CC=1)CCN>>[Si:1]([O:8][C@H:9]([C:36]1[CH:41]=[CH:40][C:39]([OH:42])=[C:38]([CH2:43][OH:44])[CH:37]=1)[CH2:10][NH:11][C@H:12]([CH3:35])[CH2:13][C:14]1[CH:15]=[C:16]2[C:20](=[CH:21][CH:22]=1)[NH:19][C:18]([C:23]([NH:25][CH2:26][CH2:27][C:32]1[CH:31]=[CH:30][CH:29]=[C:28]([O:33][CH3:34])[CH:45]=1)=[O:24])=[CH:17]2)([C:4]([CH3:5])([CH3:7])[CH3:6])([CH3:2])[CH3:3]. Reported procedure: Prepared analogously to 5-[(2R)-2-({(2R)-2-{[tert-butyl(dimethyl)silyl]oxy}-2-[4-hydroxy-3-(hydroxymethyl)phenyl]ethyl}amino)propyl]-N-(2-methoxybenzyl)-1H-indole-2-carboxamide using 3-methoxyphenethylamine to give the title compound as a pale brown foam. The reactants are COC(C)=O, COC(=O)CC#N, Cc1ccccc1, CO, C[O-], Cl, O=Cc1ccccc1F, [Na+]. Yields the product COC(=O)CC(c1ccccc1F)C(C#N)C(=O)OC. RXN SMILES: [C:1]([CH3:2])(=[O:3])[O:4][CH3:5].[CH3:18][O:19][C:20](=[O:21])[CH2:22][C:23]#[N:24].[CH3:26][c:27]1[cH:28][cH:29][cH:30][cH:31][cH:32]1.[CH3:33][OH:34].[CH3:6][O-:7].[ClH:25].[F:9][c:10]1[c:11]([CH:12]=[O:13])[cH:14][cH:15][cH:16][cH:17]1.[Na+:8]>>[C:1]([CH2:2][CH:12]([c:11]1[c:10]([F:9])[cH:17][cH:16][cH:15][cH:14]1)[CH:22]([C:20]([O:19][CH3:18])=[O:21])[C:23]#[N:24])(=[O:3])[O:4][CH3:5]. Starting materials: C1(=CC=CC=C1)S(=O)(=O)N1C=CC=2C1=NC=C(C2N[C@@H]2CC[C@H](CC2)O)[N+](=O)[O-] (trans 4-(1-benzenesulfonyl-5-nitro-1H-pyrrolo[2,3-b]pyridin-4-ylamino)-cyclohexanol), [Cl-].[NH4+] (Ammonium chloride). Reagents/catalysts: [Fe] (iron). Solvent: O (water), C(C)O (ethanol). Conditions: temperature 50 celsius. Yields the product NC=1C(=C2C(=NC1)N(C=C2)S(=O)(=O)C2=CC=CC=C2)N[C@@H]2CC[C@H](CC2)O (trans 4-(5-amino-1-benzenesulfonyl-1H-pyrrolo[2,3-b]pyridin-4-ylamino)-cyclohexanol). The yield is 33.2%. As a reaction SMILES: [C:1]1([S:7]([N:10]2[C:14]3=[N:15][CH:16]=[C:17]([N+:27]([O-])=O)[C:18]([NH:19][C@H:20]4[CH2:25][CH2:24][C@H:23]([OH:26])[CH2:22][CH2:21]4)=[C:13]3[CH:12]=[CH:11]2)(=[O:9])=[O:8])[CH:6]=[CH:5][CH:4]=[CH:3][CH:2]=1.[Cl-].[NH4+]>C(O)C.O.[Fe]>[NH2:27][C:17]1[C:18]([NH:19][C@H:20]2[CH2:21][CH2:22][C@H:23]([OH:26])[CH2:24][CH2:25]2)=[C:13]2[CH:12]=[CH:11][N:10]([S:7]([C:1]3[CH:2]=[CH:3][CH:4]=[CH:5][CH:6]=3)(=[O:9])=[O:8])[C:14]2=[N:15][CH:16]=1 |f:1.2|. Procedure: Crude trans 4-(1-benzenesulfonyl-5-nitro-1H-pyrrolo[2,3-b]pyridin-4-ylamino)-cyclohexanol (65.0 g, approx. 148 mmol) was suspended in ethanol (1000 mL, IMS grade) and water (300 mL). Ammonium chloride (47.5 g, 888 mmol) was added, and the mixture was stirred at 50° C. Powdered iron (33.0 g, 592 mmol) was added slowly and the resulting mixture was stirred at reflux for 2 h, then cooled to room temperature. The mixture was filtered and the filter cake washed with further ethanol, then the combined... Reactants: C[C@H]1C(=O)O[C@H](C(=O)O1)C (L-lactide), C1(CCCCCO1)=O (ε-caprolactone). The reagents and catalysts are CCCCC(CC)C(=O)[O-].CCCCC(CC)C(=O)[O-].[Sn+2] (tin octoate), CCCCC(CC)C(=O)[O-].CCCCC(CC)C(=O)[O-].[Sn+2] (tin octoate). Conditions: temperature 150 celsius. The product is C[C@@H]1C(=O)O[C@@H](C(=O)O1)C (D-lactide). Reaction SMILES: [CH3:1][C@@H:2]1[O:9][C:7](=[O:8])[C@H:6]([CH3:10])[O:5][C:3]1=[O:4].C1(=O)OCCCCC1>CCCCC(C([O-])=O)CC.CCCCC(C([O-])=O)CC.[Sn+2]>[CH3:1][C@H:2]1[O:9][C:7](=[O:8])[C@@H:6]([CH3:10])[O:5][C:3]1=[O:4] |f:2.3.4|. Procedure: An amorphous, non-crystallizable copolymer of 80 mol. % L-lactide and 20 mol. % D-lactide was prepared by ring-opening polymerisation in the melt, in the presence of 0.1% by weight tin octoate as catalyst. To this polymer was added an amount of 20% by weight of ε-caprolactone, whereafter, under nitrogen and with continuous mechanical stirring, the mixture was heated to 150° C. To the homogeneous mixture, again 0.1% by weight tin octoate as catalyst was added, whereafter the polymerisation was co... The reactants are OCCN1CCN(CC2CN(Cc3ccccc3)CCO2)CC1, CCO, [OH-], [OH-], [Pd+2]. Product: OCCN1CCN(CC2CNCCO2)CC1. RXN SMILES: [CH2:1]([c:2]1[cH:3][cH:4][cH:5][cH:6][cH:7]1)[N:8]1[CH2:9][CH:10]([CH2:14][N:15]2[CH2:16][CH2:17][N:18]([CH2:21][CH2:22][OH:23])[CH2:19][CH2:20]2)[O:11][CH2:12][CH2:13]1.[CH3:24][CH2:25][OH:26].[OH-:27].[OH-:29].[Pd+2:28]>>[NH:8]1[CH2:9][CH:10]([CH2:14][N:15]2[CH2:16][CH2:17][N:18]([CH2:21][CH2:22][OH:23])[CH2:19][CH2:20]2)[O:11][CH2:12][CH2:13]1.